Dataset: the Open Reaction Database (ORD), a public repository of structured organic reaction records. Task: describe an organic reaction: reactants, conditions, products, and yield The reactants are C1(CC1)C=1C(=CC(=NC1)C(=O)O)O[C@H](C(F)(F)F)C (5-Cyclopropyl-4-((S)-2,2,2-trifluoro-1-methyl-ethoxy)-pyridine-2-carboxylic acid), NC(C#N)(CS(=O)(=O)C)C (2-Amino-3-methanesulfonyl-2-methyl-propionitrile). The product is C(#N)C(CS(=O)(=O)C)(C)NC(=O)C1=NC=C(C(=C1)O[C@H](C(F)(F)F)C)C1CC1 (5-Cyclopropyl-4-((S)-2,2,2-trifluoro-1-methyl-ethoxy)-pyridine-2-carboxylic acid (1-cyano-2-methanesulfonyl-1-methyl-ethyl)-amide). As a reaction SMILES: [CH:1]1([C:4]2[C:5]([O:13][C@@H:14]([CH3:19])[C:15]([F:18])([F:17])[F:16])=[CH:6][C:7]([C:10]([OH:12])=O)=[N:8][CH:9]=2)[CH2:3][CH2:2]1.[NH2:20][C:21]([CH3:29])([CH2:24][S:25]([CH3:28])(=[O:27])=[O:26])[C:22]#[N:23]>>[C:22]([C:21]([NH:20][C:10]([C:7]1[CH:6]=[C:5]([O:13][C@@H:14]([CH3:19])[C:15]([F:18])([F:17])[F:16])[C:4]([CH:1]2[CH2:2][CH2:3]2)=[CH:9][N:8]=1)=[O:12])([CH3:29])[CH2:24][S:25]([CH3:28])(=[O:27])=[O:26])#[N:23]. Reported procedure: The title compound was synthesized in analogy to Example 78e, using 5-Cyclopropyl-4-((S)-2,2,2-trifluoro-1-methyl-ethoxy)-pyridine-2-carboxylic acid (Example 68a) and 2-Amino-3-methanesulfonyl-2-methyl-propionitrile (Example 80a) as starting materials and isolated (503 mg, 54%) as a white solid; MS (ESI, m/z): 420.4 (M+H+). As a reaction SMILES: [C:1]([CH3:2])([CH3:3])([CH3:4])[O:5][C:6](=[O:7])[n:8]1[c:9]([CH:25]=[O:26])[cH:10][c:11]2[c:12]1[n:13][cH:14][c:15]([O:17][CH2:18][c:19]1[cH:20][cH:21][cH:22][cH:23][cH:24]1)[cH:16]2.[CH3:37][C:38]([OH:39])([CH3:40])[CH3:41].[CH3:42][C:43](=[CH:44][CH3:45])[CH3:46].[CH3:47][C:48]#[N:49].[Cl+:27]([O-:28])[O-:29].[Na+:30].[Na+:36].[OH2:50].[P:31]([O-:32])([OH:33])([OH:34])=[O:35]>>[C:1]([CH3:2])([CH3:3])([CH3:4])[O:5][C:6](=[O:7])[n:8]1[c:9]([C:25](=[O:26])[OH:28])[cH:10][c:11]2[c:12]1[n:13][cH:14][c:15]([O:17][CH2:18][c:19]1[cH:20][cH:21][cH:22][cH:23][cH:24]1)[cH:16]2. Starting materials: CC(C)(C)OC(=O)n1c(C=O)cc2cc(OCc3ccccc3)cnc21, CC(C)(C)O, CC=C(C)C, CC#N, [O-][Cl+][O-], [Na+], [Na+], O, O=P([O-])(O)O. Yields the product CC(C)(C)OC(=O)n1c(C(=O)O)cc2cc(OCc3ccccc3)cnc21.